Dataset: the Open Reaction Database (ORD), a public repository of structured organic reaction records. Task: describe an organic reaction: reactants, conditions, products, and yield Procedure: The title compound is prepared by the procedure of Example 32 using 60 g of product from Example 41, 480 ml methyl alcohol, 190 ml of ethyl alcohol, 28.5 ml of water and 26.7 g of potassium hydroxide. The residue is recrystallized from chloroform/hexane to give 47 g of the desired product as white crystals. Reaction SMILES: C[O:2][C:3](=[O:27])[C:4]1[CH:9]=[CH:8][C:7]([O:10][CH3:11])=[C:6]([O:12][CH2:13][CH2:14][CH2:15][CH2:16][CH2:17][CH2:18][CH2:19][CH2:20][CH2:21][CH2:22][CH2:23][CH2:24][CH2:25][CH3:26])[CH:5]=1.CO.C(O)C.[OH-].[K+]>O>[CH3:11][O:10][C:7]1[CH:8]=[CH:9][C:4]([C:3]([OH:27])=[O:2])=[CH:5][C:6]=1[O:12][CH2:13][CH2:14][CH2:15][CH2:16][CH2:17][CH2:18][CH2:19][CH2:20][CH2:21][CH2:22][CH2:23][CH2:24][CH2:25][CH3:26] |f:3.4|. The product is COC1=C(C=C(C(=O)O)C=C1)OCCCCCCCCCCCCCC (4-Methoxy-3-(tetradecyloxy)benzoic acid). Starting materials: COC(C1=CC(=C(C=C1)OC)OCCCCCCCCCCCCCC)=O (4-Methoxy-3-(tetradecyloxy)benzoic acid methyl ester), CO (methyl alcohol), C(C)O (ethyl alcohol), [OH-].[K+] (potassium hydroxide). Solvent: O (water). Yield: 81.3%. Conditions: temperature 140 celsius. Reactants: IC1=CC(=CC=2C=COC21)[N+](=O)[O-] (7-Iodo-5-nitro-1-benzofuran), N12CC(C(CC1)CC2)O (quinuclidin-3-ol), N1=CC=CC2=CC=C3C=CC=NC3=C12 (1,10-phenanthroline). Procedure details: 7-Iodo-5-nitro-1-benzofuran (1.00 g, 3.46 mmol), quinuclidin-3-ol (1.10 g, 8.65 mmol), 1,10-phenanthroline (0.25 g, 1.38 mmol), CuI (0.13 g, 0.69 mmol) and toluene (20 mL) were mixed together and heated at 140° C. overnight. The solvent was removed in vacuo and the crude product was purified by flash chromatography (eluent: hexane and chloroform:MeOH:triethylamine; 9:0.9:0.1) to give 3-[(5-nitro-1-benzofuran-7-yl)oxy]quinuclidine (3.46 mmol). The product is [N+](=O)([O-])C=1C=C(C2=C(C=CO2)C1)OC1CN2CCC1CC2 (3-[(5-nitro-1-benzofuran-7-yl)oxy]quinuclidine). Reaction SMILES: I[C:2]1[C:10]2[O:9][CH:8]=[CH:7][C:6]=2[CH:5]=[C:4]([N+:11]([O-:13])=[O:12])[CH:3]=1.[N:14]12[CH2:21][CH2:20][CH:17]([CH2:18][CH2:19]1)[CH:16]([OH:22])[CH2:15]2.N1C2C(=CC=C3C=2N=CC=C3)C=CC=1>[Cu]I.C1(C)C=CC=CC=1>[N+:11]([C:4]1[CH:3]=[C:2]([O:22][CH:16]2[CH:17]3[CH2:20][CH2:21][N:14]([CH2:19][CH2:18]3)[CH2:15]2)[C:10]2[O:9][CH:8]=[CH:7][C:6]=2[CH:5]=1)([O-:13])=[O:12]. The yield is 100.0%. The reagents and catalysts are [Cu]I (CuI). The solvent is C1(=CC=CC=C1)C (toluene). Reactants: NC(CC(C(=O)OCC)C)C1=C(C=CC=C1F)OCC (ethyl 4-amino-4-(2-ethoxy-6-fluorophenyl)-2-methylbutanoate), C(CC)OC1=CC=C(C=O)C=C1 (4-propoxybenzaldehyde). Yields the product C(C)OC1=C(C(=CC=C1)F)C1CC(C(N1CC1=CC=C(C=C1)OCCC)=O)C (5-(2-ethoxy-6-fluorophenyl)-3-methyl-1-(4-propoxybenzyl)pyrrolidin-2-one). RXN SMILES: [NH2:1][CH:2]([C:11]1[C:16]([F:17])=[CH:15][CH:14]=[CH:13][C:12]=1[O:18][CH2:19][CH3:20])[CH2:3][CH:4]([CH3:10])[C:5]([O:7]CC)=O.[CH2:21]([O:24][C:25]1[CH:32]=[CH:31][C:28]([CH:29]=O)=[CH:27][CH:26]=1)[CH2:22][CH3:23]>>[CH2:19]([O:18][C:12]1[CH:13]=[CH:14][CH:15]=[C:16]([F:17])[C:11]=1[CH:2]1[N:1]([CH2:29][C:28]2[CH:31]=[CH:32][C:25]([O:24][CH2:21][CH2:22][CH3:23])=[CH:26][CH:27]=2)[C:5](=[O:7])[CH:4]([CH3:10])[CH2:3]1)[CH3:20]. Reported procedure: Prepared according to the described general procedure 2 (GP2) by reaction of ethyl 4-amino-4-(2-ethoxy-6-fluorophenyl)-2-methylbutanoate with commercially available 4-propoxybenzaldehyde. Subsequent purification by preparative HPLC afforded the target compound. LC-MS (conditions A): tR=0.97 min.; [M+H]+: 385.81 g/mol.